Dataset: the Open Reaction Database (ORD), a public repository of structured organic reaction records. Task: describe an organic reaction: reactants, conditions, products, and yield Starting materials: CC1CN(C(=O)OC(C)(C)C)CC2Cc3cc(CO)c(C(F)F)nc3N12, CI, [H-], [Na+]. Yields the product COCc1cc2c(nc1C(F)F)N1C(C)CN(C(=O)OC(C)(C)C)CC1C2. As a reaction SMILES: [C:1]([CH3:2])([CH3:3])([CH3:4])[O:5][C:6](=[O:7])[N:8]1[CH2:9][CH:10]2[CH2:11][c:12]3[cH:13][c:14]([CH2:25][OH:26])[c:15]([CH:22]([F:23])[F:24])[n:16][c:17]3[N:18]2[CH:19]([CH3:21])[CH2:20]1.[CH3:29][I:30].[H-:27].[Na+:28]>>[C:1]([CH3:2])([CH3:3])([CH3:4])[O:5][C:6](=[O:7])[N:8]1[CH2:9][CH:10]2[CH2:11][c:12]3[cH:13][c:14]([CH2:25][O:26][CH3:29])[c:15]([CH:22]([F:23])[F:24])[n:16][c:17]3[N:18]2[CH:19]([CH3:21])[CH2:20]1. The reactants are CC(CN)C1=CC=CC=C1 (β-methyl-phenethylamine), C1=NC=CC2=CC=CC=C12 (isoquinoline), [OH-].[Na+] (sodium hydroxide), C(C1=CC=CC=C1)(=O)Cl (benzoyl chloride), CC1CNCC2=CC=CC=C12 (4-methyl-1,2,3,4-tetrahydroisoquinoline), ClC(C(=O)Cl)C (2-chloropropionyl chloride). Run in O (water), C(Cl)Cl (methylene chloride). Yields the product ClC(C(=O)N1C(C2=CC=CC=C2C(C1)C)C1=CC=CC=C1)C (2-(2-Chloro-1-oxopropyl)-1-phenyl-4-methyl-1,2,3,4-tetrahydro-isoquinoline). RXN SMILES: [CH3:1][CH:2]([C:5]1[CH:10]=[CH:9][CH:8]=[CH:7][CH:6]=1)[CH2:3][NH2:4].[C:11](Cl)(=O)[C:12]1[CH:17]=[CH:16][CH:15]=[CH:14][CH:13]=1.CC1C2C(=CC=CC=2)CNC1.C1C2C(=CC=CC=2)C=CN=1.[OH-].[Na+].[Cl:43][CH:44]([CH3:48])[C:45](Cl)=[O:46]>O.C(Cl)Cl>[Cl:43][CH:44]([CH3:48])[C:45]([N:4]1[CH2:3][CH:2]([CH3:1])[C:5]2[C:10](=[CH:9][CH:8]=[CH:7][CH:6]=2)[CH:11]1[C:12]1[CH:17]=[CH:16][CH:15]=[CH:14][CH:13]=1)=[O:46] |f:4.5|. Procedure details: By procedures described in Example 1 (Method A), β-methyl-phenethylamine and benzoyl chloride were converted to 4-methyl-1,2,3,4-tetrahydroisoquinoline. A reaction vessel was charged with 4.0 g of this isoquinoline compound, 10 ml 10% sodium hydroxide and 50 ml methylene chloride. With this mixture stirred, 2 ml 2-chloropropionyl chloride was added dropwise to the mixture. The mixture was stirred for 15 minutes, then water was added. The organic extract was dried with magnesium sulfate, stripped... Starting materials: B, O=C(O)c1cnc(Cl)c(Cl)c1, C1CCOC1, C1CCOC1. Yields the product OCc1cnc(Cl)c(Cl)c1. RXN SMILES: [BH3:6].[Cl:7][c:8]1[c:9]([Cl:17])[n:10][cH:11][c:12]([C:13](=[O:14])[OH:15])[cH:16]1.[O:18]1[CH2:19][CH2:20][CH2:21][CH2:22]1.[O:1]1[CH2:2][CH2:3][CH2:4][CH2:5]1>>[Cl:7][c:8]1[c:9]([Cl:17])[n:10][cH:11][c:12]([CH2:13][OH:14])[cH:16]1. The reactants are FC1=C(C=CC(=C1)[N+](=O)[O-])N(C=1C2=C(N=CC1)N(C=C2)COCC[Si](C)(C)C)C (N-(2-fluoro-4-nitrophenyl)-N-methyl-1-{[2-(trimethylsilyl)-ethoxy]methyl}-1H-pyrrolo[2,3-b]pyridine-4-amine), FC(C(=O)O)(F)F (trifluoroacetic acid), C([O-])(O)=O.[Na+] (sodium bicarbonate), [OH-].[Li+] (lithium hydroxide). Run in ClCCl (dichloromethane). Reaction conditions: time 8 hour. Yields the product FC1=C(C=CC(=C1)[N+](=O)[O-])N(C=1C2=C(N=CC1)NC=C2)C (N-(2-Fluoro-4-nitrophenyl)-N-methyl-1H-pyrrolo[2,3-b]pyridine-4-amine). As a reaction SMILES: [F:1][C:2]1[CH:7]=[C:6]([N+:8]([O-:10])=[O:9])[CH:5]=[CH:4][C:3]=1[N:11]([CH3:29])[C:12]1[C:13]2[CH:20]=[CH:19][N:18](COCC[Si](C)(C)C)[C:14]=2[N:15]=[CH:16][CH:17]=1.FC(F)(F)C(O)=O.[OH-].[Li+].C(=O)(O)[O-].[Na+]>ClCCl>[F:1][C:2]1[CH:7]=[C:6]([N+:8]([O-:10])=[O:9])[CH:5]=[CH:4][C:3]=1[N:11]([CH3:29])[C:12]1[C:13]2[CH:20]=[CH:19][NH:18][C:14]=2[N:15]=[CH:16][CH:17]=1 |f:2.3,4.5|. Reported procedure: A solution of 71 mg (0.17 mmol) of N-(2-fluoro-4-nitrophenyl)-N-methyl-1-{[2-(trimethylsilyl)-ethoxy]methyl}-1H-pyrrolo[2,3-b]pyridine-4-amine in 2 ml of dichloromethane and 1.0 ml (13.0 mmol) of trifluoroacetic acid is stirred at RT for 3 h. The reaction mixture is concentrated under reduced pressure, the residue is taken up in 2 ml of THF, 1.02 ml (1.02 mmol) of aqueous 1 M lithium hydroxide solution are added and the mixture is stirred at RT overnight. To bring the reaction to completion, a f... Reactants: S1C(=NC2=C1C=CC=C2)N(C(OC(C)(C)C)=O)C2=CC=C(C=C2)OC2=NC=CC=C2Br (tert-butyl benzo[d]thiazol-2-yl(4-(3-bromopyridin-2-yloxy)phenyl)carbamate), N1(CCNCC1)C(C)=O (1-(piperazin-1-yl)ethanone), C1=CC=C(C=C1)P(C2=CC=CC=C2)C3=C(C4=CC=CC=C4C=C3)C5=C(C=CC6=CC=CC=C65)P(C7=CC=CC=C7)C8=CC=CC=C8 (binap), C([O-])([O-])=O.[Cs+].[Cs+] (cesium carbonate). The reagents and catalysts are C=1C=CC(=CC1)/C=C/C(=O)/C=C/C2=CC=CC=C2.C=1C=CC(=CC1)/C=C/C(=O)/C=C/C2=CC=CC=C2.C=1C=CC(=CC1)/C=C/C(=O)/C=C/C2=CC=CC=C2.[Pd].[Pd] (Pd2(dba)3). Run in C1(=CC=CC=C1)C (toluene). Run at temperature 100 celsius, time 8 hour. Yields the product C(C)(=O)N1CCN(CC1)C=1C(=NC=CC1)OC1=CC=C(C=C1)N(C(OC(C)(C)C)=O)C=1SC2=C(N1)C=CC=C2 (tert-butyl 4-(3-(4-acetylpiperazin-1-yl)pyridin-2-yloxy)phenyl(benzo[d]thiazol-2-yl)carbamate). Reaction SMILES: [S:1]1[C:5]2[CH:6]=[CH:7][CH:8]=[CH:9][C:4]=2[N:3]=[C:2]1[N:10]([C:18]1[CH:23]=[CH:22][C:21]([O:24][C:25]2[C:30](Br)=[CH:29][CH:28]=[CH:27][N:26]=2)=[CH:20][CH:19]=1)[C:11](=[O:17])[O:12][C:13]([CH3:16])([CH3:15])[CH3:14].[N:32]1([C:38](=[O:40])[CH3:39])[CH2:37][CH2:36][NH:35][CH2:34][CH2:33]1.C1C=CC(P(C2C=CC3C(=CC=CC=3)C=2C2C3C(=CC=CC=3)C=CC=2P(C2C=CC=CC=2)C2C=CC=CC=2)C2C=CC=CC=2)=CC=1.C(=O)([O-])[O-].[Cs+].[Cs+]>C1(C)C=CC=CC=1.C1C=CC(/C=C/C(/C=C/C2C=CC=CC=2)=O)=CC=1.C1C=CC(/C=C/C(/C=C/C2C=CC=CC=2)=O)=CC=1.C1C=CC(/C=C/C(/C=C/C2C=CC=CC=2)=O)=CC=1.[Pd].[Pd]>[C:38]([N:32]1[CH2:37][CH2:36][N:35]([C:30]2[C:25]([O:24][C:21]3[CH:22]=[CH:23][C:18]([N:10]([C:2]4[S:1][C:5]5[CH:6]=[CH:7][CH:8]=[CH:9][C:4]=5[N:3]=4)[C:11](=[O:17])[O:12][C:13]([CH3:16])([CH3:15])[CH3:14])=[CH:19][CH:20]=3)=[N:26][CH:27]=[CH:28][CH:29]=2)[CH2:34][CH2:33]1)(=[O:40])[CH3:39] |f:3.4.5,7.8.9.10.11|. Reported procedure: To a round bottomed flask was added tert-butyl benzo[d]thiazol-2-yl(4-(3-bromopyridin-2-yloxy)phenyl)carbamate (0.2713 g, 0.544 mmol), 1-(piperazin-1-yl)ethanone (0.140 g, 1.089 mmol), Pd2(dba)3 (0.050 g, 0.054 mmol), binap (0.068 g, 0.109 mmol), and cesium carbonate (0.174 mL, 2.177 mmol) in toluene to stir at 100° C. overnight. Reaction was allowed to cool to room temperature. Solvent was evaporated. The crude product was purified by reverse-phase preparative HPLC using a Phenomenex Synergi co... Reactants: CCOC(=O)C(C)(C)Cc1ccc(CC(=O)O)cc1, CCCCCCCN, CCN(C(C)C)C(C)C, ClC(Cl)Cl, ClCCl, Cl, O=S(Cl)Cl. Yields the product CCCCCCCNC(=O)Cc1ccc(CC(C)(C)C(=O)OCC)cc1. Reaction SMILES: [CH2:1]([CH3:2])[O:3][C:4]([C:5]([CH2:6][c:7]1[cH:8][cH:9][c:10]([CH2:13][C:14](=[O:15])[OH:16])[cH:11][cH:12]1)([CH3:17])[CH3:18])=[O:19].[CH2:24]([CH2:25][CH2:26][CH2:27][CH2:28][CH2:29][CH3:30])[NH2:31].[CH:32]([N:33]([CH2:34][CH3:35])[CH:36]([CH3:37])[CH3:38])([CH3:39])[CH3:40].[CH:42]([Cl:43])([Cl:44])[Cl:45].[Cl:46][CH2:47][Cl:48].[ClH:41].[S:20]([Cl:21])([Cl:22])=[O:23]>>[CH2:1]([CH3:2])[O:3][C:4]([C:5]([CH2:6][c:7]1[cH:8][cH:9][c:10]([CH2:13][C:14](=[O:16])[NH:31][CH2:24][CH2:25][CH2:26][CH2:27][CH2:28][CH2:29][CH3:30])[cH:11][cH:12]1)([CH3:17])[CH3:18])=[O:19]. Starting materials: BrC=1C=NC=2N(C1)N=C(C2)C (6-bromo-2-methylpyrazolo[1,5-a]pyrimidine), CN(C)C=O (DMF), O=P(Cl)(Cl)Cl (POCl3), CN(C)C=O (DMF). Conditions: temperature 0 celsius, time 30 minute. Yields the product BrC=1C=NC=2N(C1)N=C(C2C=O)C (6-bromo-2-methylpyrazolo[1,5-a]pyrimidine-3-carbaldehyde). Yield: 59.0%. As a reaction SMILES: O=P(Cl)(Cl)Cl.[Br:6][C:7]1[CH:8]=[N:9][C:10]2[N:11]([N:13]=[C:14]([CH3:16])[CH:15]=2)[CH:12]=1.CN([CH:20]=[O:21])C>>[Br:6][C:7]1[CH:8]=[N:9][C:10]2[N:11]([N:13]=[C:14]([CH3:16])[C:15]=2[CH:20]=[O:21])[CH:12]=1. Procedure: POCl3 (1.84 mmol, 1.3 eq, 172 μl) is added dropwise to DMF (1 ml) at 0° C. and the resulting solution is stirred at 0° C. during 30 minutes. Then, a solution of 6-bromo-2-methylpyrazolo[1,5-a]pyrimidine x14 (1.415 mmol, 1 eq, 300 mg) in DMF (1 ml) is added and the mixture is stirred for 30 minutes at room temperature. The reaction is quenched with water (100 ml). The resulting solid is filtered and washed with water to give 200 mg of 6-bromo-2-methylpyrazolo[1,5-a]pyrimidine-3-carbaldehyde x21 a...